Dataset: the Open Reaction Database (ORD), a public repository of structured organic reaction records. Task: describe an organic reaction: reactants, conditions, products, and yield Starting materials: BrC(C)C (2-Bromo-propane), Cl.N1CC(C1)NS(=O)(=O)CCNC(=O)C=1SC(=CC1)Cl (5-chloro-thiophene-2-carboxylic acid[2-(azetidin-3-ylsulfamoyl)-ethyl]-amide hydrochloride), C(=O)([O-])[O-].[K+].[K+] (K2CO3). Run in CN(C)C=O (DMF), ClCCl (dichloromethane). Conditions: temperature 70 celsius, time 2 hour. Product: C(C)(C)N1CC(C1)NS(=O)(=O)CCNC(=O)C=1SC(=CC1)Cl (5-chloro-thiophene-2-carboxylic acid [2-(1-isopropyl-azetidin-3-ylsulfamoyl)-ethyl]-amide). Reaction SMILES: Br[CH:2]([CH3:4])[CH3:3].Cl.[NH:6]1[CH2:9][CH:8]([NH:10][S:11]([CH2:14][CH2:15][NH:16][C:17]([C:19]2[S:20][C:21]([Cl:24])=[CH:22][CH:23]=2)=[O:18])(=[O:13])=[O:12])[CH2:7]1.C([O-])([O-])=O.[K+].[K+]>CN(C=O)C.ClCCl>[CH:2]([N:6]1[CH2:9][CH:8]([NH:10][S:11]([CH2:14][CH2:15][NH:16][C:17]([C:19]2[S:20][C:21]([Cl:24])=[CH:22][CH:23]=2)=[O:18])(=[O:12])=[O:13])[CH2:7]1)([CH3:4])[CH3:3] |f:1.2,3.4.5|. Procedure details: 85.3 mg (5 equiv.) 2-Bromo-propane were added to a mixture of 50 mg (0.14 mmol) 5-chloro-thiophene-2-carboxylic acid[2-(azetidin-3-ylsulfamoyl)-ethyl]-amide hydrochloride and 38 mg (2 equiv.) K2CO3 in 5 ml DMF. The resulting mixture was stirred for 2 h at 70° C., then diluted with 15 ml dichloromethane and washed with 3 ml of a saturated NaHCO3-solution. The organic phase was dried over anhydrous MgSO4 and concentrated under reduced pressure. Final purification by preparative RP-HPLC (CH3CN/H2O ... The reactants are O=C([O-])[O-], Cn1ccc(NC(=O)c2nccnc2N)n1, CN(C)C=O, Cl, [Cs+], [Cs+], Fc1cncc(F)c1. Product: Cn1ccc(NC(=O)c2nccnc2Nc2cncc(F)c2)n1. Reaction SMILES: [C:26](=[O:27])([O-:28])[O-:29].[CH3:2][n:3]1[n:4][c:5]([NH:8][C:9](=[O:10])[c:11]2[n:12][cH:13][cH:14][n:15][c:16]2[NH2:17])[cH:6][cH:7]1.[CH3:32][N:33]([CH3:34])[CH:35]=[O:36].[ClH:1].[Cs+:30].[Cs+:31].[F:18][c:19]1[cH:20][n:21][cH:22][c:23]([F:25])[cH:24]1>>[CH3:2][n:3]1[n:4][c:5]([NH:8][C:9](=[O:10])[c:11]2[n:12][cH:13][cH:14][n:15][c:16]2[NH:17][c:23]2[cH:22][n:21][cH:20][c:19]([F:18])[cH:24]2)[cH:6][cH:7]1. Starting materials: CC(C)([O-])C.[K+] (potassium tertiary butoxide), C(C(O)C)(=O)OC (racemic methyl lactate), C(C1=CC=CC=C1)Cl (benzyl chloride). Solvent: CN(C)C=O (DMF). Reaction conditions: time 5 hour. The product is C(C1=CC=CC=C1)OC(C(=O)OC)C (methyl 2-(benzyloxy)propanoate). Reaction SMILES: CC(C)([O-])C.[K+].[C:7]([O:12][CH3:13])(=[O:11])[CH:8]([CH3:10])[OH:9].[CH2:14](Cl)[C:15]1[CH:20]=[CH:19][CH:18]=[CH:17][CH:16]=1>CN(C=O)C>[CH2:14]([O:9][CH:8]([CH3:10])[C:7]([O:12][CH3:13])=[O:11])[C:15]1[CH:20]=[CH:19][CH:18]=[CH:17][CH:16]=1 |f:0.1|. Procedure: To a pre-cooled solution of potassium tertiary butoxide (538.4 g) in DMF (1750 ml) at −20 to −10° C., added racemic methyl lactate compound of formula-11 (500 g) followed by benzyl chloride (547 g) at −20 to −10° C. and the reaction mixture was stirred for 5 hours at the same temperature. After completion of the reaction, the reaction mixture was quenched with water and the reaction mixture was extracted with ethyl acetate. The ethyl acetate layer was washed with water and 10% sodium chloride so... Starting materials: C([O-])(O)=O.[Na+] (sodium bicarbonate), C(=O)(O)C(CCCC1(OCC2(CCC1O2)CCO)C)C ((1RS,4SR,5RS)-4-(4-carboxypentyl)-4-methyl-3,8-dioxabicyclo[3.2.1]octane-1-ethanol), [H-].[Li+] (lithium hydride), CC(=CC[Li])C (3-methyl-2-butenyl lithium). Solvent: CCOCC (ether). Reaction conditions: time 2 hour. Yields the product CC(CCCC1(OCC2(CCC1O2)CCO)C)C(CC=C(C)C)=O ((1RS,4SR,5RS)-4-(4,8-dimethyl-5-oxo-7-nonenyl)-4-methyl-3,8-dioxabicyclo[3.2.1]octane-1-ethanol). As a reaction SMILES: [C:1]([CH:4]([CH3:20])[CH2:5][CH2:6][CH2:7][C:8]1([CH3:19])[CH:14]2[O:15][C:11]([CH2:16][CH2:17][OH:18])([CH2:12][CH2:13]2)[CH2:10][O:9]1)([OH:3])=O.[H-].[Li+].[CH3:23][C:24]([CH3:28])=[CH:25][CH2:26][Li].C(=O)(O)[O-].[Na+]>CCOCC>[CH3:20][CH:4]([C:1](=[O:3])[CH2:26][CH:25]=[C:24]([CH3:28])[CH3:23])[CH2:5][CH2:6][CH2:7][C:8]1([CH3:19])[CH:14]2[O:15][C:11]([CH2:16][CH2:17][OH:18])([CH2:12][CH2:13]2)[CH2:10][O:9]1 |f:1.2,4.5|. Reported procedure: A mixture of (1RS,4SR,5RS)-4-(4-carboxypentyl)-4-methyl-3,8-dioxabicyclo[3.2.1]octane-1-ethanol (58 mg, 0.2 mM), lithium hydride (10 mg, 1.25 mM) and ether (5 ml) is stirred at room temperature under nitrogen for two hours. An excess of 3-methyl-2-butenyl lithium is added to this mixture at room temperature. The resulting mixture is stirred for two hours and then treated with 5% sodium bicarbonate solution (5 ml) and extracted with ethyl acetate (3×20 ml). The combined organic layers are dried (... Starting materials: BrC=1C=C(C=C(C1O)Br)CC(=O)O (3,5-Dibromo-4-hydroxyphenylacetic acid), S(O)(O)(=O)=O (sulfuric acid), C(C)O (ethanol). Procedure details: 3,5-Dibromo-4-hydroxyphenylacetic acid (60 g, 0.19 mol), from Preparation A, was suspended in 1 L of ethanol and 10 mL of concentrated sulfuric acid and heated at reflux overnight. The reaction mixture was cooled, concentrated and the product collected by filtration, washed with water, and dried in a vacuum oven to obtain ethyl 3,5-dibromo-4-hydroxyphenylacetate. Product: BrC=1C=C(C=C(C1O)Br)CC(=O)OCC (ethyl 3,5-dibromo-4-hydroxyphenylacetate). RXN SMILES: [Br:1][C:2]1[CH:3]=[C:4]([CH2:10][C:11]([OH:13])=[O:12])[CH:5]=[C:6]([Br:9])[C:7]=1[OH:8].S(=O)(=O)(O)O.[CH2:19](O)[CH3:20]>>[Br:1][C:2]1[CH:3]=[C:4]([CH2:10][C:11]([O:13][CH2:19][CH3:20])=[O:12])[CH:5]=[C:6]([Br:9])[C:7]=1[OH:8]. The reactants are Cl.Cl.NC1CC2=CC=C(C=C2C1)N (2,5-Diaminoindan dihydrochloride), ClC1=CC=C(C=C1)S(=O)(=O)Cl (4-chlorophenylsulfonyl chloride). Yields the product NC=1C=C2CC(CC2=CC1)NS(=O)(=O)C1=CC=C(C=C1)Cl (5-amino-2-(4-chlorophenyl)sulfonylaminoindan). As a reaction SMILES: Cl.Cl.[NH2:3][CH:4]1[CH2:12][C:11]2[C:6](=[CH:7][CH:8]=[C:9]([NH2:13])[CH:10]=2)[CH2:5]1.[Cl:14][C:15]1[CH:20]=[CH:19][C:18]([S:21](Cl)(=[O:23])=[O:22])=[CH:17][CH:16]=1>>[NH2:13][C:9]1[CH:10]=[C:11]2[C:6](=[CH:7][CH:8]=1)[CH2:5][CH:4]([NH:3][S:21]([C:18]1[CH:19]=[CH:20][C:15]([Cl:14])=[CH:16][CH:17]=1)(=[O:23])=[O:22])[CH2:12]2 |f:0.1.2|. Reported procedure: 2,5-Diaminoindan dihydrochloride and 4-chlorophenylsulfonyl chloride are treated similarly as in Reference example 1 - (4) to give 5-amino-2-(4-chlorophenyl)sulfonylaminoindan. Starting materials: C1COCCO1, CC(C)(C)OC(=O)N1CCC2(C1)OC(=O)CC2(C)C, Cl. Yields the product CC1(C)CC(=O)OC12CCNC2, Cl. RXN SMILES: [CH2:21]1[O:22][CH2:23][CH2:24][O:25][CH2:26]1.[CH3:1][C:2]1([CH3:19])[CH2:3][C:4](=[O:18])[O:5][C:6]12[CH2:7][N:8]([C:11]([O:12][C:13]([CH3:14])([CH3:15])[CH3:16])=[O:17])[CH2:9][CH2:10]2.[ClH:20]>>[CH3:1][C:2]1([CH3:19])[CH2:3][C:4](=[O:18])[O:5][C:6]12[CH2:7][NH:8][CH2:9][CH2:10]2.[ClH:20]. As a reaction SMILES: [CH2:1]([CH2:2][CH2:3][CH3:4])[c:5]1[n:6][c:7]2[c:8]([n:9]1[CH2:10][c:11]1[cH:12][cH:13][c:14](-[c:17]3[c:18](-[c:23]4[n:24][n:25][n:26][n:27]4[C:28]([c:29]4[cH:30][cH:31][cH:32][cH:33][cH:34]4)([c:35]4[cH:36][cH:37][cH:38][cH:39][cH:40]4)[c:41]4[cH:42][cH:43][cH:44][cH:45][cH:46]4)[cH:19][cH:20][cH:21][cH:22]3)[cH:15][cH:16]1)[cH:47][cH:48][cH:49][cH:50]2.[CH2:52]([Cl:53])[Cl:54].[CH3:55][OH:56].[ClH:51]>>[CH2:1]([CH2:2][CH2:3][CH3:4])[c:5]1[n:6][c:7]2[c:8]([n:9]1[CH2:10][c:11]1[cH:12][cH:13][c:14](-[c:17]3[c:18](-[c:23]4[n:24][n:25][n:26][nH:27]4)[cH:19][cH:20][cH:21][cH:22]3)[cH:15][cH:16]1)[cH:47][cH:48][cH:49][cH:50]2. Reactants: CCCCc1nc2ccccc2n1Cc1ccc(-c2ccccc2-c2nnnn2C(c2ccccc2)(c2ccccc2)c2ccccc2)cc1, ClCCl, CO, Cl. Product: CCCCc1nc2ccccc2n1Cc1ccc(-c2ccccc2-c2nnn[nH]2)cc1.